describe an organic reaction: reactants, conditions, products, and yield From a dataset of the Open Reaction Database (ORD), a public repository of structured organic reaction records. Starting materials: C=CC(=O)OC, CO, CC1(C)Oc2ccc(F)cc2CC1CCN. The product is COC(=O)CCNCCC1Cc2cc(F)ccc2OC1(C)C. Reaction SMILES: [CH3:1][O:2][C:3]([CH:4]=[CH2:5])=[O:6].[CH3:23][OH:24].[NH2:7][CH2:8][CH2:9][CH:10]1[C:11]([CH3:21])([CH3:22])[O:12][c:13]2[cH:14][cH:15][c:16]([F:20])[cH:17][c:18]2[CH2:19]1>>[CH3:1][O:2][C:3]([CH2:4][CH2:5][NH:7][CH2:8][CH2:9][CH:10]1[C:11]([CH3:21])([CH3:22])[O:12][c:13]2[cH:14][cH:15][c:16]([F:20])[cH:17][c:18]2[CH2:19]1)=[O:6]. The reactants are C(C1=CC=CC=C1)OC=1C2=C(C=3CN(C(C3C1)=O)C(=O)OC(C)(C)C)O[C@]13[C@](C2)([C@H](CC[C@H]1C([C@H]([C@H](C3)O)O)(C)C)C)C ((6aR,7S,9aS,11R,12S,13aS)-5-benzyloxy-2-(t-butoxycarbonyl)-2,3,6,6a,7,8,9,9a,10,11,12,13-dodecahydro-11,12-dihydroxy-6a,7,10,10-tetramethyl-3-oxo-1H-benzo[8,8a][1]benzopyrano[2,3-e]isoindole), CN(C)C1=NC=CC=C1 (dimethylaminopyridine), C(C)(=O)Cl (acetyl chloride), O (water). The solvent is ClCCl (dichloromethane). Conditions: time 30 minute. Product: C(C)(=O)O[C@H]1C[C@]23[C@](CC4=C(C=5CN(C(C5C=C4OCC4=CC=CC=C4)=O)C(=O)OC(C)(C)C)O2)([C@H](CC[C@H]3C([C@H]1O)(C)C)C)C ((6aR,7S,9aS,11R,12S,13aS)-12-acetoxy-5-benzyloxy-2-(t-butoxycarbonyl)-2,3,6,6a,7,8,9,9a,10,11,12,13-dodecahydro-11-hydroxy-6a,7,10,10-tetramethyl-3-oxo-1H-benzo[8,8a][1]benzopyrano[2,3-e]isoindole). Isolated yield 89.9%. RXN SMILES: [CH2:1]([O:8][C:9]1[C:10]2[CH2:29][C@:28]3([CH3:43])[C@@H:30]([CH3:42])[CH2:31][CH2:32][C@H:33]4[C:34]([CH3:41])([CH3:40])[C@@H:35]([OH:39])[C@@H:36]([OH:38])[CH2:37][C@@:27]34[O:26][C:11]=2[C:12]2[CH2:13][N:14]([C:19]([O:21][C:22]([CH3:25])([CH3:24])[CH3:23])=[O:20])[C:15](=[O:18])[C:16]=2[CH:17]=1)[C:2]1[CH:7]=[CH:6][CH:5]=[CH:4][CH:3]=1.CN(C1C=CC=CN=1)C.[C:53](Cl)(=[O:55])[CH3:54].O>ClCCl>[C:53]([O:38][C@@H:36]1[C@H:35]([OH:39])[C:34]([CH3:41])([CH3:40])[C@H:33]2[C@@:27]3([O:26][C:11]4[C:12]5[CH2:13][N:14]([C:19]([O:21][C:22]([CH3:25])([CH3:24])[CH3:23])=[O:20])[C:15](=[O:18])[C:16]=5[CH:17]=[C:9]([O:8][CH2:1][C:2]5[CH:3]=[CH:4][CH:5]=[CH:6][CH:7]=5)[C:10]=4[CH2:29][C@:28]3([CH3:43])[C@@H:30]([CH3:42])[CH2:31][CH2:32]2)[CH2:37]1)(=[O:55])[CH3:54]. Reported procedure: To a solution of Compound (48a) (51 mg, 0.086 mmol) in 5.0 ml of dichloromethane were added 32 mg (0.26 mmol) of dimethylaminopyridine and 9.2 μl (0.13 mmol) of acetyl chloride under ice-cooling, and the mixture stirred for 30 min at the same temperature. After addition of water, the reaction mixture was extracted with ethyl acetate. The extract was washed sequentially with 1N HCl, water, an aqueous saturated hydrogen carbonate solution, and water, dried with anhydrous magnesium sulfate, and con... RXN SMILES: [CH3:19][OH:20].[CH:1]([CH3:2])([CH3:3])[NH:4][CH2:5][CH:6]([CH2:7][O:8][c:9]1[n:10][cH:11][c:12]([C:15]#[N:16])[cH:13][cH:14]1)[OH:17].[NH3:18]>>[CH:1]([CH3:2])([CH3:3])[NH:4][CH2:5][CH:6]([CH2:7][O:8][c:9]1[n:10][cH:11][c:12]([CH2:15][NH2:16])[cH:13][cH:14]1)[OH:17]. Product: CC(C)NCC(O)COc1ccc(CN)cn1. Reactants: CO, CC(C)NCC(O)COc1ccc(C#N)cn1, N. Starting materials: C(C)(=O)N1C(C(C2=CC=C(C=C12)OC)=C(C1=CC=CC=C1)OCC)=O (1-acetyl-3-(1-ethoxy-1-phenyl-methylidene)-6-methoxy-2-indolinone), C(C1=CC=CC=C1)N(C)CC1=CC=C(N)C=C1 (4-[(N-benzyl-N-methyl-amino)-methyl]-aniline). Reported procedure: Prepared from 1-acetyl-3-(1-ethoxy-1-phenyl-methylidene)-6-methoxy-2-indolinone and 4-[(N-benzyl-N-methyl-amino)-methyl]-aniline As a reaction SMILES: C([N:4]1[C:12]2[C:7](=[CH:8][CH:9]=[C:10]([O:13][CH3:14])[CH:11]=2)[C:6](=[C:15](OCC)[C:16]2[CH:21]=[CH:20][CH:19]=[CH:18][CH:17]=2)[C:5]1=[O:25])(=O)C.[CH2:26]([N:33]([CH2:35][C:36]1[CH:42]=[CH:41][C:39]([NH2:40])=[CH:38][CH:37]=1)[CH3:34])[C:27]1[CH:32]=[CH:31][CH:30]=[CH:29][CH:28]=1>>[CH2:26]([N:33]([CH2:35][C:36]1[CH:37]=[CH:38][C:39]([NH:40]/[C:15](=[C:6]2\[C:5](=[O:25])[NH:4][C:12]3[C:7]\2=[CH:8][CH:9]=[C:10]([O:13][CH3:14])[CH:11]=3)/[C:16]2[CH:21]=[CH:20][CH:19]=[CH:18][CH:17]=2)=[CH:41][CH:42]=1)[CH3:34])[C:27]1[CH:28]=[CH:29][CH:30]=[CH:31][CH:32]=1. Product: C(C1=CC=CC=C1)N(C)CC1=CC=C(N\C(\C2=CC=CC=C2)=C\2/C(NC3=CC(=CC=C23)OC)=O)C=C1 (3-(Z)-(1-{4-[(N-benzyl-N-methyl-amino)-methyl]-anilino} 1-phenyl-methylidene)-6-methoxy-2-indolinone). The yield is 56.1%. Reactants: C(C)(C)(C)OC(COC1=C2C(=C(N(C2=CC=C1)CC1=C(C=CC=C1)C1=CC=C(C=C1)F)CC)NC(=O)N)=O ([[2-Ethyl-1-(2-(4-fluorophenyl)-phenylmethyl)-3-ureido-1H-indol-4-yl]oxy]acetic acid tert-butyl ester), FC(C(=O)O)(F)F (trifluoroacetic acid). Yields the product C(C)C=1N(C2=CC=CC(=C2C1NC(=O)N)OCC(=O)O)CC1=C(C=CC=C1)C1=CC=C(C=C1)F ([[2-ethyl-1-(2-(4-fluorophenyl)-phenylmethyl)-3-ureido-1H-indol-4-yl]oxy]acetic acid). Reported procedure: [[2-Ethyl-1-(2-(4-fluorophenyl)-phenylmethyl)-3-ureido-1H-indol-4-yl]oxy]acetic acid tert-butyl ester (0.4 g) was treated with 2 mL of trifluoroacetic acid at room temperature. After two hours the excess acid was removed under vacuum, 5 mL of 1N hydrochloric acid added, the mixture extracted with ethyl acetate, which was washed, dried, and concentrated. The residue was treated with 2 mL of 1 N hydrochloric acid and stirred for several hours. The resulting tan solid was isolated by filtration to ... Reaction SMILES: C([O:5][C:6](=[O:38])[CH2:7][O:8][C:9]1[CH:17]=[CH:16][CH:15]=[C:14]2[C:10]=1[C:11]([NH:34][C:35]([NH2:37])=[O:36])=[C:12]([CH2:32][CH3:33])[N:13]2[CH2:18][C:19]1[CH:24]=[CH:23][CH:22]=[CH:21][C:20]=1[C:25]1[CH:30]=[CH:29][C:28]([F:31])=[CH:27][CH:26]=1)(C)(C)C.FC(F)(F)C(O)=O>>[CH2:32]([C:12]1[N:13]([CH2:18][C:19]2[CH:24]=[CH:23][CH:22]=[CH:21][C:20]=2[C:25]2[CH:26]=[CH:27][C:28]([F:31])=[CH:29][CH:30]=2)[C:14]2[C:10]([C:11]=1[NH:34][C:35]([NH2:37])=[O:36])=[C:9]([O:8][CH2:7][C:6]([OH:38])=[O:5])[CH:17]=[CH:16][CH:15]=2)[CH3:33].